From a dataset of the Open Reaction Database (ORD), a public repository of structured organic reaction records. describe an organic reaction: reactants, conditions, products, and yield Starting materials: CC(C=O)(CC)C (2,2-dimethylbutanal), CC(C=O)(C)C (trimethylacetaldehyde), CC(C=O)(C)C (trimethylacetaldehyde), CC(C=O)(CCC)C (2,2-dimethylpentanal), CC(C=O)(CC=C)C (2,2-dimethy-4-pentenal), CC(C=O)(C=C=C)C (2,2-dimethylpenta-3,4-dienal), CC(C=O)(CC=C)C (2,2-dimethyl-4-pentenal), aldehyde, ( 1 ), C(C)C(C=O)(CC)C (2-ethyl-2-methylbutanal). Product: alcohols, CC1=C(C(CCC1)(C)C)/C=C/C(=C/C=C/C(=C/C=O)/C)/C (vitamin A aldehyde). Reaction SMILES: [CH3:1][C:2]([CH3:6])([CH3:5])[CH:3]=O.C[C:8]([CH3:13])([CH2:11][CH3:12])[CH:9]=O.[CH2:14]([C:16]([CH3:21])([CH2:19][CH3:20])C=O)[CH3:15].[CH3:22][C:23](C)([CH2:26][CH:27]=C)C=O.CC(C)(CCC)C=[O:33].CC(C)(C=C=C)C=O>>[CH3:22][C:23]1[CH2:26][CH2:27][CH2:3][C:2]([CH3:6])([CH3:5])[C:1]=1/[CH:12]=[CH:11]/[C:8](/[CH3:13])=[CH:9]/[CH:20]=[CH:19]/[C:16](/[CH3:21])=[CH:14]/[CH:15]=[O:33]. Procedure details: Examples of the aldehyde of the general formula (1) include trimethylacetaldehyde, 2,2-dimethylbutanal, 2-ethyl-2-methylbutanal, 2,2-dimethyl-4-pentenal, 2,2-dimethylpentanal, 2,2-dimethylpenta-3,4-dienal and the like. Particularly, trimethylacetaldehyde (boiling point 74° C. at 730 mmHg) and 2,2-dimethy-4-pentenal (boiling point 124° C. at 760 mmHg) are preferable examples of the invention because the both substances themselves and the corresponding alcohols formed at the preparation of vitamin...